Dataset: the Open Reaction Database (ORD), a public repository of structured organic reaction records. Task: describe an organic reaction: reactants, conditions, products, and yield Reactants: BrC1=CSC2=C1N=CN=C2Cl (7-Bromo-4-chlorothieno[3,2-d]pyrimidine), O.NN (hydrazine monohydrate). The solvent is C(C)O (ethanol). The product is Cl.BrC1=CSC2=C1N=CN=C2NN ((7-bromothieno[3,2-d]pyrimidin-4-yl)hydrazine hydrochloride). The yield is 63.3%. As a reaction SMILES: [Br:1][C:2]1[C:6]2[N:7]=[CH:8][N:9]=[C:10]([Cl:11])[C:5]=2[S:4][CH:3]=1.O.[NH2:13][NH2:14]>C(O)C>[ClH:11].[Br:1][C:2]1[C:6]2[N:7]=[CH:8][N:9]=[C:10]([NH:13][NH2:14])[C:5]=2[S:4][CH:3]=1 |f:1.2,4.5|. Procedure: A suspension of 7-bromo4-chlorothieno[3,2-d]pyrimidine (159, 80 mg, 0.32 mmol) and hydrazine monohydrate (0.2 mL, 4.1 mmol) in ethanol (1.3 mL) was heated at reflux for 2 hour. After cooling to room temperature, the solid product was collected by vacuum filtration to give (7-bromothieno[3,2-d]pyrimidin-4-yl)hydrazine hydrochloride (57 mg, 73% yield) as a white solid. Starting materials: C(C)(=O)OCC (ethyl acetate), [H-].[Na+] (sodium hydride), C(C)(C)(C)OC(=O)C1=C(C=CC=C1)C1=CC=C(C=C1)CN1C(=NC(=C1C(=O)OC)C(=O)OC)CCCC (Dimethyl 1-[(2'-t-butoxycarbonylbiphenyl-4yl)methyl]-2-butylimidazole-4,5-dicarboxylate), IC (iodomethane). Run in O (water), CN(C(C)=O)C (N,N-dimethylacetamide). Run at time 30 minute. The product is C(C)(C)(C)OC(=O)C1=C(C=CC=C1)C1=CC=C(C=C1)CN1C(=NC(=C1C(=O)OC)COC)CCCC (Methyl 1-[(2'-t-butoxycarbonylbiphenyl-4-yl)methyl]-2-butyl-4-(methoxymethyl)imidazole-5-carboxylate). The yield is 64.5%. As a reaction SMILES: [H-].[Na+].[C:3]([O:7][C:8]([C:10]1[CH:15]=[CH:14][CH:13]=[CH:12][C:11]=1[C:16]1[CH:21]=[CH:20][C:19]([CH2:22][N:23]2[C:27]([C:28]([O:30][CH3:31])=[O:29])=[C:26]([C:32]([O:34][CH3:35])=O)[N:25]=[C:24]2[CH2:36][CH2:37][CH2:38][CH3:39])=[CH:18][CH:17]=1)=[O:9])([CH3:6])([CH3:5])[CH3:4].IC.C(OCC)(=O)C>CN(C)C(=O)C.O>[C:3]([O:7][C:8]([C:10]1[CH:15]=[CH:14][CH:13]=[CH:12][C:11]=1[C:16]1[CH:21]=[CH:20][C:19]([CH2:22][N:23]2[C:27]([C:28]([O:30][CH3:31])=[O:29])=[C:26]([CH2:32][O:34][CH3:35])[N:25]=[C:24]2[CH2:36][CH2:37][CH2:38][CH3:39])=[CH:18][CH:17]=1)=[O:9])([CH3:6])([CH3:5])[CH3:4] |f:0.1|. Reported procedure: 0.057 g of sodium hydride (as a 55% w/w dispersion in mineral oil) was added to a solution of 0.478 g of methyl 1-[(2'-t-butoxycarbonylbiphenyl-4-yl)methyl]-2-butyl-4-hydroxymethylimidazole-5-carboxylate (prepared as described in Example 1) in 5 ml of N,N-dimethylacetamide, and the resulting mixture was stirred at room temperature for 30 minutes. At the end of this time, 0.125 ml of iodomethane were added, and the reaction mixture was stirred at 50° C. for 3 hours. The reaction mixture was then ... Starting materials: OC(C)=CC(=O)[O-] (1-hydroxy-ethylideneacetate), C(C1=CC=CC=C1)C1=NC2C(N(C2S1)C(C(=O)OC(C1=CC=CC=C1)C1=CC=CC=C1)=C(C)N1CCOCC1)=O (diphenylmethyl α-[3-benzyl-7-oxo-4-thia-2,6-diazabicyclo[3,2,0]hept-2-en-6-yl]-α-(1-morpholinoethylidene)acetate), CS(=O)(=O)Cl (methanesulfonyl chloride), C(C1=CC=CC=C1)C1=NC2C(N(C2S1)C(C(=O)OC(C1=CC=CC=C1)C1=CC=CC=C1)=C(C)OS(=O)(=O)C)=O (diphenylmethyl α-[3-benzyl-7-oxo-4-thia-2,6-diazabicyclo[3,2,0]hept-2-en-6-yl]-α-(1-methanesulfonyloxyethylidene)acetate), N1CCOCC1 (morpholine), BrBr (bromine). Run in C(C)N(CC)CC (triethylamine), N1=CC=CC=C1 (pyridine). Run at time 3.5 hour. Product: C(C1=CC=CC=C1)C1=NC2C(N(C2S1)C(C(=O)OC(C1=CC=CC=C1)C1=CC=CC=C1)=C(CBr)N1CCOCC1)=O (diphenylmethyl α-[3-benzyl-7-oxo-4-thia-2,6-diazabicyclo[3,2,0]hept-2-en-6-yl] -α-(2-bromo-1-morpholinoethylidene)acetate). The yield is 70.0%. RXN SMILES: OC(=CC([O-])=O)C.CS(Cl)(=O)=O.C(C1SC2C(C(=O)N2C(=C(OS(C)(=O)=O)C)C(OC(C2C=CC=CC=2)C2C=CC=CC=2)=O)N=1)C1C=CC=CC=1.N1CCOCC1.[CH2:58]([C:65]1[S:71][CH:70]2[CH:67]([C:68](=[O:97])[N:69]2[C:72](=[C:89]([N:91]2[CH2:96][CH2:95][O:94][CH2:93][CH2:92]2)[CH3:90])[C:73]([O:75][CH:76]([C:83]2[CH:88]=[CH:87][CH:86]=[CH:85][CH:84]=2)[C:77]2[CH:82]=[CH:81][CH:80]=[CH:79][CH:78]=2)=[O:74])[N:66]=1)[C:59]1[CH:64]=[CH:63][CH:62]=[CH:61][CH:60]=1.[Br:98]Br>N1C=CC=CC=1.C(N(CC)CC)C>[CH2:58]([C:65]1[S:71][CH:70]2[CH:67]([C:68](=[O:97])[N:69]2[C:72](=[C:89]([N:91]2[CH2:92][CH2:93][O:94][CH2:95][CH2:96]2)[CH2:90][Br:98])[C:73]([O:75][CH:76]([C:83]2[CH:84]=[CH:85][CH:86]=[CH:87][CH:88]=2)[C:77]2[CH:82]=[CH:81][CH:80]=[CH:79][CH:78]=2)=[O:74])[N:66]=1)[C:59]1[CH:60]=[CH:61][CH:62]=[CH:63][CH:64]=1. Procedure details: One dissolves diphenylmethyl α-[3-benzyl-7-oxo-4-thia-2,6-diazabicyclo[3,2,0]hept-2-en-6-yl]-α-(1-hydroxy-ethylideneacetate (4.84 g) in tetrahydroufran (60 ml), cools to -20° C., adds triethylamine (2.84 ml) with stirring, adds dropwise methanesulfonyl chloride (0.82 ml) to the yellow solution, and lets react for 30 minutes. To the produced solution of diphenylmethyl α-[3-benzyl-7-oxo-4-thia-2,6-diazabicyclo[3,2,0]hept-2-en-6-yl]-α-(1-methanesulfonyloxyethylidene)acetate, one adds morpholine (0.... Reactants: O=C([O-])O, Cc1ccc(S(=O)(=O)OC2CC(C(=O)NC(C)(C)C)N(C(=O)OC(C)(C)C)C2)cc1, CN(C)C=O, CCOC(C)=O, [Na+], [Na+], [S-]c1ccccc1. The product is CC(C)(C)NC(=O)C1CC(Sc2ccccc2)CN1C(=O)OC(C)(C)C. As a reaction SMILES: [C:44](=[O:45])([O-:46])[OH:47].[C:9]([CH3:10])([CH3:11])([CH3:12])[O:13][C:14](=[O:15])[N:16]1[CH:17]([C:18](=[O:19])[NH:20][C:21]([CH3:22])([CH3:23])[CH3:24])[CH2:25][CH:26]([O:28][S:29]([c:30]2[cH:31][cH:32][c:33]([CH3:34])[cH:35][cH:36]2)(=[O:37])=[O:38])[CH2:27]1.[CH3:39][N:40]([CH3:41])[CH:42]=[O:43].[CH3:49][CH2:50][O:51][C:52](=[O:53])[CH3:54].[Na+:48].[Na+:8].[c:1]1([S-:7])[cH:2][cH:3][cH:4][cH:5][cH:6]1>>[c:1]1([S:7][CH:26]2[CH2:25][CH:17]([C:18](=[O:19])[NH:20][C:21]([CH3:22])([CH3:23])[CH3:24])[N:16]([C:14]([O:13][C:9]([CH3:10])([CH3:11])[CH3:12])=[O:15])[CH2:27]2)[cH:2][cH:3][cH:4][cH:5][cH:6]1. Reaction SMILES: [Cl:1][C:2]1[CH:10]=[C:9]([CH3:11])[CH:8]=[C:7]([Cl:12])[C:3]=1[C:4](Cl)=[O:5].[Cl-].[Al+3].[Cl-].[Cl-].Cl>C1C=CC=CC=1>[Cl:1][C:2]1[CH:10]=[C:9]([CH3:11])[CH:8]=[C:7]([Cl:12])[C:3]=1[C:4]([C:2]1[CH:10]=[CH:9][CH:8]=[CH:7][CH:3]=1)=[O:5] |f:1.2.3.4|. Reaction conditions: temperature 80 celsius. Reported procedure: An ambient temperature solution of 2,6-dichloro-4-methylbenzoyl chloride (5.5 g, 25 mmol) in benzene (30 ml) was treated in portions with aluminum chloride (3.45 g, 25.9 mmol). When hydrogen chloride evolution ceased, the mixture was heated at 80° C. for 15 hours. The mixture was cooled, quenched by addition of ice and concentrated hydrochloric acid (5 ml), and diluted with diethyl ether (50 ml). The layers were separated and the organic phase washed with water, dried over anhydrous magnesium su... The product is ClC1=C(C(=O)C2=CC=CC=C2)C(=CC(=C1)C)Cl (2,6-dichloro-4-methylbenzophenone). Isolated yield 138.8%. Solvent: C1=CC=CC=C1 (benzene). Reactants: ClC1=C(C(=O)Cl)C(=CC(=C1)C)Cl (2,6-dichloro-4-methylbenzoyl chloride), [Cl-].[Al+3].[Cl-].[Cl-] (aluminum chloride), Cl (hydrogen chloride). Reactants: OCCCCCCCCCCCCCCCCCCCCBr, CC(C)OC(=O)N=NC(=O)OC(C)C, O=C1NC(=O)c2ccccc21, C1CCOC1, c1ccc(P(c2ccccc2)c2ccccc2)cc1. The product is O=C1c2ccccc2C(=O)N1CCCCCCCCCCCCCCCCCCCCBr. As a reaction SMILES: [Br:1][CH2:2][CH2:3][CH2:4][CH2:5][CH2:6][CH2:7][CH2:8][CH2:9][CH2:10][CH2:11][CH2:12][CH2:13][CH2:14][CH2:15][CH2:16][CH2:17][CH2:18][CH2:19][CH2:20][CH2:21][OH:22].[N:53]([C:54]([O:55][CH:56]([CH3:57])[CH3:58])=[O:59])=[N:60][C:61]([O:62][CH:63]([CH3:64])[CH3:65])=[O:66].[O:42]=[C:43]1[NH:44][C:45](=[O:46])[c:47]2[cH:48][cH:49][cH:50][cH:51][c:52]21.[O:67]1[CH2:68][CH2:69][CH2:70][CH2:71]1.[c:23]1([P:24]([c:25]2[cH:26][cH:27][cH:28][cH:29][cH:30]2)[c:31]2[cH:32][cH:33][cH:34][cH:35][cH:36]2)[cH:37][cH:38][cH:39][cH:40][cH:41]1>>[Br:1][CH2:2][CH2:3][CH2:4][CH2:5][CH2:6][CH2:7][CH2:8][CH2:9][CH2:10][CH2:11][CH2:12][CH2:13][CH2:14][CH2:15][CH2:16][CH2:17][CH2:18][CH2:19][CH2:20][CH2:21][N:44]1[C:43](=[O:42])[c:52]2[c:47]([cH:48][cH:49][cH:50][cH:51]2)[C:45]1=[O:46]. Reactants: C1(CC1)NC(=O)NC=1C(=NNC1)C1=NC2=C(N1)C=CC(=C2)CN2CCOCC2 (1-Cyclopropyl-3-[3-(5-morpholin-4-ylmethyl-1H-benzoimidazol-2-yl)-1H-pyrazol-4-yl]-urea), CC(C)O (propan-2-ol), C([C@@H](O)C)(=O)O (L-lactic acid). Run in C(C)(=O)OCC (ethyl acetate). Conditions: temperature 67.5 celsius, time 2.5 hour. The product is C([C@@H](O)C)(=O)O.C1(CC1)NC(=O)NC=1C(=NNC1)C1=NC2=C(N1)C=CC(=C2)CN2CCOCC2 (1-cyclopropyl-3-[3-(5-morpholin-4-ylmethyl-1H-benzoimidazol-2-yl)-1H-pyrazol-4-yl]-urea L-lactic acid salt). Isolated yield 60.3%. Reaction SMILES: [CH:1]1([NH:4][C:5]([NH:7][C:8]2[C:9]([C:13]3[NH:17][C:16]4[CH:18]=[CH:19][C:20]([CH2:22][N:23]5[CH2:28][CH2:27][O:26][CH2:25][CH2:24]5)=[CH:21][C:15]=4[N:14]=3)=[N:10][NH:11][CH:12]=2)=[O:6])[CH2:3][CH2:2]1.CC(O)C.[C:33]([OH:38])(=[O:37])[C@H:34]([CH3:36])[OH:35]>C(OCC)(=O)C>[C:33]([OH:38])(=[O:37])[C@H:34]([CH3:36])[OH:35].[CH:1]1([NH:4][C:5]([NH:7][C:8]2[C:9]([C:13]3[NH:17][C:16]4[CH:18]=[CH:19][C:20]([CH2:22][N:23]5[CH2:24][CH2:25][O:26][CH2:27][CH2:28]5)=[CH:21][C:15]=4[N:14]=3)=[N:10][NH:11][CH:12]=2)=[O:6])[CH2:3][CH2:2]1 |f:4.5|. Procedure details: 1-Cyclopropyl-3-[3-(5-morpholin-4-ylmethyl-1H-benzoimidazol-2-yl)-1H-pyrazol-4-yl]-urea (1.859 Kg, 4.872 mol, 1.0 wt), propan-2-ol (9.00 L, 5.0 vol) and ethyl acetate (8.00 L, 4.5 vol) were charged to a flange flask equipped with a mechanical stirrer and thermometer. The contents were stirred under nitrogen and L-lactic acid (0.504 Kg, 5.59 mol, 0.269 wt) was added at 15 to 25° C. followed by a line rinse of ethyl acetate (0.90 L, 0.5 vol). The mixture was stirred at 15 to 25° C. for 120 to 140 ... The reactants are [Al+3], [Cl-], [Cl-], [Cl-], COc1ccc(Cl)cc1, ClC(Cl)=C(Cl)Cl, O=[N+]([O-])c1ccccc1, O=C1CCC(=O)O1. Yields the product COc1ccc(Cl)cc1C(=O)CCC(=O)O. Reaction SMILES: [Al+3:18].[Cl-:17].[Cl-:19].[Cl-:20].[Cl:1][c:2]1[cH:3][cH:4][c:5]([O:8][CH3:9])[cH:6][cH:7]1.[Cl:30][C:31]([Cl:32])=[C:33]([Cl:34])[Cl:35].[N+:21]([c:22]1[cH:23][cH:24][cH:25][cH:26][cH:27]1)([O-:28])=[O:29].[O:10]=[C:11]1[CH2:12][CH2:13][C:14](=[O:15])[O:16]1>>[Cl:1][c:2]1[cH:3][cH:4][c:5]([O:8][CH3:9])[c:6]([C:14]([CH2:13][CH2:12][C:11](=[O:10])[OH:16])=[O:15])[cH:7]1. Reactants: NCCC1=CC=C(C=C1)C(CCCCC(=O)O)C=1C=NC=CC1 (6-(4-(2-aminoethyl)phenyl)-6-(3-pyridyl)hexanoic acid), C([O-])([O-])=O.[K+].[K+] (potassium carbonate), ClC1=CC=C(C=C1)S(=O)(=O)Cl (4-chlorobenzenesulphonic acid chloride). Solvent: O1CCOCC1 (dioxan), O1CCOCC1 (dioxan). Yields the product ClC1=CC=C(C=C1)S(=O)(=O)NCCC1=CC=C(C=C1)C(CCCCC(=O)O)C=1C=NC=CC1 (6-(4-(2-(4-Chlorobenzenesulphonylamino)ethyl)phenyl)-6-(3-pyridyl)hexanoic acid). As a reaction SMILES: [NH2:1][CH2:2][CH2:3][C:4]1[CH:9]=[CH:8][C:7]([CH:10]([C:18]2[CH:19]=[N:20][CH:21]=[CH:22][CH:23]=2)[CH2:11][CH2:12][CH2:13][CH2:14][C:15]([OH:17])=[O:16])=[CH:6][CH:5]=1.C(=O)([O-])[O-].[K+].[K+].[Cl:30][C:31]1[CH:36]=[CH:35][C:34]([S:37](Cl)(=[O:39])=[O:38])=[CH:33][CH:32]=1>O1CCOCC1>[Cl:30][C:31]1[CH:36]=[CH:35][C:34]([S:37]([NH:1][CH2:2][CH2:3][C:4]2[CH:5]=[CH:6][C:7]([CH:10]([C:18]3[CH:19]=[N:20][CH:21]=[CH:22][CH:23]=3)[CH2:11][CH2:12][CH2:13][CH2:14][C:15]([OH:17])=[O:16])=[CH:8][CH:9]=2)(=[O:39])=[O:38])=[CH:33][CH:32]=1 |f:1.2.3|. Reported procedure: 1.9 g of 6-(4-(2-aminoethyl)phenyl)-6-(3-pyridyl)hexanoic acid are suspended in 150 ml of dioxan and 20 ml of 5% potassium carbonate solution are added thereto. 1.54 g of 4-chlorobenzenesulphonic acid chloride in 20 ml of dioxan are added to this mixture at ambient temperature. After 5 hours it is rotary evaporated to dryness, the residue is taken up in a little sodium hydroxide solution and then precipitated with dilute acetic acid. The precipitate is collected, dried and then chromatographed o...